describe an organic reaction: reactants, conditions, products, and yield From a dataset of the Open Reaction Database (ORD), a public repository of structured organic reaction records. Reactants: CNC(=O)NC (1,3-dimethylurea), C(CC(=O)O)(=O)O (malonic acid), C(C)(=O)OC(C)=O (acetic anhydride). The solvent is C(C)(=O)O (acetic acid). Reaction conditions: temperature 90 celsius, time 6 hour. Yields the product CN1C(=O)N(C(=O)CC1=O)C (1,3-dimethylbarbituric acid). Isolated yield 73.4%. As a reaction SMILES: [CH3:1][NH:2][C:3]([NH:5][CH3:6])=[O:4].[C:7]([OH:13])(=O)[CH2:8][C:9]([OH:11])=O.C(OC(=O)C)(=O)C>C(O)(=O)C>[CH3:1][N:2]1[C:7](=[O:13])[CH2:8][C:9](=[O:11])[N:5]([CH3:6])[C:3]1=[O:4]. Reported procedure: 276 g (3.14 mol) of 1,3-dimethylurea and 376 g (3.62 mol) of malonic acid were dissolved in 600 ml of glacial acetic acid at 60° to 70° C. To the solution was added 1250 ml of acetic anhydride and the temperature was gradually raised to 90° C. After stirring for 6 hours, the reaction mixture was allowed to stand at room temperature overnight and the glacial acetic acid and acetic anhydride were distilled off under reduced pressure. The residue was poured into 500 ml of ethanol while it was still... Reactants: NC1=CC(CC(C1)C1=CSC=C1)=O (1-amino-5-(3-thienyl)cyclohexen-3-one), [OH-].[K+] (potassium hydroxide), [OH-].[K+] (potassium hydroxide). The solvent is C(C)O (ethanol), C1(=CC=CC=C1)C (toluene). Run at temperature 115 celsius. Product: CC1=CC=NC=2CC(CC(C12)=O)C1=CSC=C1 (4-methyl-7-(3-thienyl)-5,6,7,8-tetrahydroquinolin-5-one). Yield: 103.3%. Reaction SMILES: [NH2:1][C:2]1[CH2:7][CH:6]([C:8]2[CH:12]=[CH:11][S:10][CH:9]=2)[CH2:5][C:4](=[O:13])[CH:3]=1.[OH-].[K+]>C(O)C.C1(C)C=CC=CC=1>[CH3:4][C:3]1[C:3]2[C:4](=[O:13])[CH2:5][CH:6]([C:8]3[CH:12]=[CH:11][S:10][CH:9]=3)[CH2:7][C:2]=2[N:1]=[CH:7][CH:2]=1 |f:1.2|. Procedure details: In a mixture of ethanol (200 ml) and toluene (600 ml) was dissolved 1-amino-5-(3-thienyl)cyclohexen-3-one (10 g), and to the solution were added 3-oxobutylaldehydedimethylacetal (17.4 g) and granulated potassium hydroxide (2.87 g). The mixture was stirred at 115° C. (bath temperature), and to the reaction solution were added granulated potassium hydroxide (590 mg), 30 minutes later; 1 hour later; and 1.5 hours later; respectively. The reaction solution was stirred at the same temperature for 1 h... Starting materials: ClCCl, Cl[Sn](Cl)(Cl)Cl, Fc1cccc2ccccc12, O. The product is O=Cc1ccc(F)c2ccccc12. As a reaction SMILES: [Cl:18][CH2:19][Cl:20].[Cl:1][Sn:2]([Cl:3])([Cl:4])[Cl:5].[F:6][c:7]1[cH:8][cH:9][cH:10][c:11]2[cH:12][cH:13][cH:14][cH:15][c:16]12.[OH2:17]>>[F:6][c:7]1[cH:8][cH:9][c:10]([CH:19]=[O:17])[c:11]2[cH:12][cH:13][cH:14][cH:15][c:16]12. The reactants are C(C)OC1=C(C(=O)OCC)C=CC(=C1)I (Ethyl 2-ethoxy-4-iodobenzoate), C[Si](C)(C)C#C ((trimethylsilyl)acetylene), O (Water). The reagents and catalysts are [Cu]I (copper(I) iodide), Cl[Pd]([P](C1=CC=CC=C1)(C2=CC=CC=C2)C3=CC=CC=C3)([P](C4=CC=CC=C4)(C5=CC=CC=C5)C6=CC=CC=C6)Cl (dichlorobis(triphenylphosphine)palladium(II)). The solvent is C(C)N(CC)CC (triethylamine), CN(C=O)C (dimethylformamide). Conditions: temperature 50 celsius. Product: C(C)OC1=C(C(=O)OCC)C=CC(=C1)C#C[Si](C)(C)C (ethyl 2-ethoxy-4-trimethylsilanylethynyl-benzoate). Yield: 90.3%. As a reaction SMILES: [CH2:1]([O:3][C:4]1[CH:14]=[C:13](I)[CH:12]=[CH:11][C:5]=1[C:6]([O:8][CH2:9][CH3:10])=[O:7])[CH3:2].[CH3:16][Si:17]([C:20]#[CH:21])([CH3:19])[CH3:18].O>C(N(CC)CC)C.CN(C)C=O.[Cu]I.Cl[Pd](Cl)([P](C1C=CC=CC=1)(C1C=CC=CC=1)C1C=CC=CC=1)[P](C1C=CC=CC=1)(C1C=CC=CC=1)C1C=CC=CC=1>[CH2:1]([O:3][C:4]1[CH:14]=[C:13]([C:21]#[C:20][Si:17]([CH3:19])([CH3:18])[CH3:16])[CH:12]=[CH:11][C:5]=1[C:6]([O:8][CH2:9][CH3:10])=[O:7])[CH3:2] |^1:39,58|. Procedure: Ethyl 2-ethoxy-4-iodobenzoate (0.763 g, 2.38 mmol, example 14), copper(I) iodide (0.0227 g, 0.119 mmol), dichlorobis(triphenylphosphine)palladium(II) (0.167 g, 0.238 mmol) and (trimethylsilyl)acetylene (0.404 mL, 2.86 mmol) were dissolved under nitrogen in a flame-dried flask in a mixture of triethylamine (3.5 mL) and dimethylformamide (3.5 mL). The reaction mixture was heated at 50° C. for 2 h and then allowed to cool. Water (100 mL) was added and the mixture was extracted with diethyl ether (3... The reactants are C(CC(=O)C)(=O)OCC (ethyl acetoacetate), CC=1C=C(NN1)N (5-methyl-2H-pyrazol-3-ylamine). Product: CC1=NN2C(NC(=CC2=O)C)=C1 (2,5-dimethyl-4H-pyrazolo[1,5-a]pyrimidine-7-one). As a reaction SMILES: [C:1]([O:7]CC)(=O)[CH2:2][C:3]([CH3:5])=O.[CH3:10][C:11]1[CH:12]=[C:13]([NH2:16])[NH:14][N:15]=1>>[CH3:10][C:11]1[CH:12]=[C:13]2[NH:16][C:3]([CH3:5])=[CH:2][C:1](=[O:7])[N:14]2[N:15]=1. Reported procedure: In Step 1, ethyl acetoacetate and 5-methyl-2H-pyrazol-3-ylamine are condensed to form 2,5-dimethyl-4H-pyrazolo[1,5-a]pyrimidine-7-one (1) in refluxing acetic acid.